Task: describe an organic reaction: reactants, conditions, products, and yield. Dataset: the Open Reaction Database (ORD), a public repository of structured organic reaction records Procedure: A diglyme solution (3 ml) containing dl-thioxobiotin (255 mg, 0.981 mol) and bromoethanol (140 μl, 1.98 mmol) was allowed to reflux (150°) for 2.5 hours. The solution was cooled, dilute sodium carbonate (50 ml) was added, and the solution was extracted with hexane (50 ml). The pH of the aqueous phase was adjusted to 1.5 with 6N HCL and extracted with ethyl acetate (4×100 ml). The ethyl acetate extract was dried over magnesium sulfate, filtered and concentrated in vacuo to give 148 mg (62%) of cr... Product: OC(=O)CCCC[C@@H]1SC[C@@H]2NC(=O)N[C@H]12 (biotin). The solvent is COCCOCCOC (diglyme). The yield is 0.1%. RXN SMILES: S=[C:2]([CH2:6][CH2:7][CH2:8][C@H:9]1[C@@H:17]2[C@@H:12]([NH:13][C:14]([NH:16]2)=[O:15])[CH2:11][S:10]1)[C:3](=[O:5])[OH:4].BrC(O)C.C(=O)([O-])[O-].[Na+].[Na+]>COCCOCCOC>[OH:5][C:3]([CH2:2][CH2:6][CH2:7][CH2:8][C@H:9]1[C@@H:17]2[C@@H:12]([NH:13][C:14]([NH:16]2)=[O:15])[CH2:11][S:10]1)=[O:4] |f:2.3.4|. Starting materials: S=C(C(O)=O)CCC[C@@H]1SC[C@@H]2NC(=O)N[C@H]12 (thioxobiotin), BrC(C)O (bromoethanol), C([O-])([O-])=O.[Na+].[Na+] (sodium carbonate).